Dataset: the Open Reaction Database (ORD), a public repository of structured organic reaction records. Task: describe an organic reaction: reactants, conditions, products, and yield The reactants are ice, solution, B(Br)(Br)Br (BBr3), COC1=CC2=C(OC(C(N2)=O)C)C=C1 (6-Methoxy-2-methyl-2H-benzo[b][1,4]oxazin-3(4H)-one). Solvent: C(Cl)Cl (DCM). Conditions: temperature 23 celsius, time 2 hour. The product is OC1=CC2=C(OC(C(N2)=O)C)C=C1 (6-Hydroxy-2-methyl-2H-benzo[b][1,4]oxazin-3(4H)-one). The yield is 62.6%. RXN SMILES: B(Br)(Br)Br.C[O:6][C:7]1[CH:18]=[CH:17][C:10]2[O:11][CH:12]([CH3:16])[C:13](=[O:15])[NH:14][C:9]=2[CH:8]=1>C(Cl)Cl>[OH:6][C:7]1[CH:18]=[CH:17][C:10]2[O:11][CH:12]([CH3:16])[C:13](=[O:15])[NH:14][C:9]=2[CH:8]=1. Procedure: Under N2, a 50 mL round-bottomed flask was charged with a 1M solution of BBr3 (3.11 mL, 3.11 mmol), then cooled in an ice/brine bath. To the cooled solution, was added drop-wise, 6-methoxy-2-methyl-2H-benzo[b][1,4]oxazin-3(4H)-one 394B (0.2 g, 1.035 mmol) in anhydrous DCM (4 mL). The reaction was stirred under N2 and then allowed to slowly warm to 23° C. After 2 hr, ice cold water (25 mL) was slowly added to the reaction mixture. The product was collected by vacuum filtration, washed with water,... Reactants: N1C(=NC2=C1C=CC=C2)C(=O)C2=CC=C(C=C2)OC2=NC=CN=C2Cl ((1H-benzo[d]imidazol-2-yl)(4-(3-chloropyrazin-2-yloxy)phenyl)methanone), O1CCC(=CC1)B1OC(C(O1)(C)C)(C)C (2-(3,6-dihydro-2H-pyran-4-yl)-4,4,5,5-tetramethyl-1,3,2-dioxaborolane), [4-(di-tert-butylphosphino)-N,N-dimethylbenzenamine]palladium dichloride, C(C)(=O)[O-].[K+] (potassium acetate), O1CCOCC1 (dioxane). The solvent is O (water), CO (MeOH). Reaction conditions: temperature 100 celsius. The product is N1C(=NC2=C1C=CC=C2)C(=O)C2=CC=C(C=C2)OC2=NC=CN=C2C=2CCOCC2 ((1H-benzo[d]imidazol-2-yl)(4-(3-(3,6-dihydro-2H-pyran-4-yl)pyrazin-2-yloxy)phenyl)methanone). RXN SMILES: [NH:1]1[C:5]2[CH:6]=[CH:7][CH:8]=[CH:9][C:4]=2[N:3]=[C:2]1[C:10]([C:12]1[CH:17]=[CH:16][C:15]([O:18][C:19]2[C:24](Cl)=[N:23][CH:22]=[CH:21][N:20]=2)=[CH:14][CH:13]=1)=[O:11].[O:26]1[CH2:31][CH:30]=[C:29](B2OC(C)(C)C(C)(C)O2)[CH2:28][CH2:27]1.C([O-])(=O)C.[K+].O1CCOCC1>CO.O>[NH:1]1[C:5]2[CH:6]=[CH:7][CH:8]=[CH:9][C:4]=2[N:3]=[C:2]1[C:10]([C:12]1[CH:17]=[CH:16][C:15]([O:18][C:19]2[C:24]([C:29]3[CH2:30][CH2:31][O:26][CH2:27][CH:28]=3)=[N:23][CH:22]=[CH:21][N:20]=2)=[CH:14][CH:13]=1)=[O:11] |f:2.3|. Procedure: A clear 150 ml pressure tube was charged with (1H-benzo[d]imidazol-2-yl)(4-(3-chloropyrazin-2-yloxy)phenyl)methanone (1.00 g, 2.85 mmol),2-(3,6-dihydro-2H-pyran-4-yl)-4,4,5,5-tetramethyl-1,3,2-dioxaborolane (2.396 g, 11.40 mmol), Bis-[4-(di-tert-butylphosphino)-N,N-dimethylbenzenamine]palladium dichloride (0.101 g, 0.143 mmol), potassium acetate (0.616 g, 6.27 mmol), dioxane (9 mL) and water (1.000 mL). The reaction flask was flushed with nitrogen and capped. The reaction was heated to 100° C. f... Reactants: C(C)(C)(C)OC(NCCC#CC1=CC=CC=C1)=O ((4-phenyl-but-3-ynyl)-carbamic acid tert-butyl ester). Reagents/catalysts: [Pd] (palladium on barium sulfate). Run in N1=CC=CC=C1 (pyridine). Conditions: time 1 hour. Yields the product C1(=CC=CC=C1)\C=C/CCN (cis-4-phenyl-but-3-enylamine). Reaction SMILES: C(OC(=O)[NH:7][CH2:8][CH2:9][C:10]#[C:11][C:12]1[CH:17]=[CH:16][CH:15]=[CH:14][CH:13]=1)(C)(C)C>N1C=CC=CC=1.[Pd]>[C:12]1(/[CH:11]=[CH:10]\[CH2:9][CH2:8][NH2:7])[CH:17]=[CH:16][CH:15]=[CH:14][CH:13]=1. Procedure: A suspension of palladium on barium sulfate (15 mg) was stirred for 15 min in 1 mL pyridine. (4-phenyl-but-3-ynyl)-carbamic acid tert-butyl ester (66 mg) was added and the solution was purged with hydrogen then stirred for 1 h under a hydrogen-filled balloon. The solution was diluted with ethyl acetate (10 ml) and washed 3 times with 1 N hydrochloric acid (10 ml). The ethyl acetate layer was dried over sodium sulfate and filtered. The filtrate was evaporated and the resulting residue (54 mg) is ... Product: CCOC1CC(n2cc(CC)c(=O)[nH]c2=O)OC1CN=[N+]=[N-]. As a reaction SMILES: [C:44]([Br:45])([Br:46])([Br:47])[Br:48].[CH2:1]([CH3:2])[O:3][CH:4]1[CH2:5][CH:6]([n:11]2[c:12](=[O:13])[nH:14][c:15](=[O:16])[c:17]([CH2:19][CH3:20])[cH:18]2)[O:7][CH:8]1[CH2:9][OH:10].[CH3:49][N:50]([CH3:51])[CH:52]=[O:53].[CH3:54][OH:55].[N-:41]=[N+:42]=[N-:43].[Na+:40].[c:21]1([P:22]([c:23]2[cH:24][cH:25][cH:26][cH:27][cH:28]2)[c:29]2[cH:30][cH:31][cH:32][cH:33][cH:34]2)[cH:35][cH:36][cH:37][cH:38][cH:39]1>>[CH2:1]([CH3:2])[O:3][CH:4]1[CH2:5][CH:6]([n:11]2[c:12](=[O:13])[nH:14][c:15](=[O:16])[c:17]([CH2:19][CH3:20])[cH:18]2)[O:7][CH:8]1[CH2:9][N:41]=[N+:42]=[N-:43]. Starting materials: BrC(Br)(Br)Br, CCOC1CC(n2cc(CC)c(=O)[nH]c2=O)OC1CO, CN(C)C=O, CO, [N-]=[N+]=[N-], [Na+], c1ccc(P(c2ccccc2)c2ccccc2)cc1. RXN SMILES: [CH3:34][OH:35].[O:1]1[CH2:2][CH2:3][CH2:4][CH2:5][CH:6]1[O:7][CH2:8][CH2:9][CH2:10][CH2:11][n:12]1[s:13][c:14]2[cH:15][n:16][cH:17][cH:18][c:19]2[c:20]1=[O:21].[OH2:22].[c:23]1([CH3:24])[cH:25][cH:26][c:27]([S:28]([OH:29])(=[O:30])=[O:31])[cH:32][cH:33]1>>[OH:7][CH2:8][CH2:9][CH2:10][CH2:11][n:12]1[s:13][c:14]2[cH:15][n:16][cH:17][cH:18][c:19]2[c:20]1=[O:21]. The reactants are CO, O=c1c2ccncc2sn1CCCCOC1CCCCO1, O, Cc1ccc(S(=O)(=O)O)cc1. Yields the product O=c1c2ccncc2sn1CCCCO. The reactants are O=C(O)CCCC=C(c1cccnc1)c1ccc2c(c1)CC(NS(=O)(=O)c1ccc(Cl)cc1)C2, [Na+], [OH-]. The product is O=C(O)CCCCC(c1cccnc1)c1ccc2c(c1)CC(NS(=O)(=O)c1ccc(Cl)cc1)C2. As a reaction SMILES: [Cl:1][c:2]1[cH:3][cH:4][c:5]([S:8](=[O:9])(=[O:10])[NH:11][CH:12]2[CH2:13][c:14]3[cH:15][cH:16][c:17]([C:21](=[CH:22][CH2:23][CH2:24][CH2:25][C:26](=[O:27])[OH:28])[c:29]4[cH:30][n:31][cH:32][cH:33][cH:34]4)[cH:18][c:19]3[CH2:20]2)[cH:6][cH:7]1.[Na+:36].[OH-:35]>>[Cl:1][c:2]1[cH:3][cH:4][c:5]([S:8](=[O:9])(=[O:10])[NH:11][CH:12]2[CH2:13][c:14]3[cH:15][cH:16][c:17]([CH:21]([CH2:22][CH2:23][CH2:24][CH2:25][C:26](=[O:27])[OH:28])[c:29]4[cH:30][n:31][cH:32][cH:33][cH:34]4)[cH:18][c:19]3[CH2:20]2)[cH:6][cH:7]1. Starting materials: C(C(=O)O)(=O)O (oxalic acid), O1C(C1)COC1=C2C=CNC2=CC=C1 ((+)-4-(oxiranylmethoxy)-1H-indole), C1(=CC=CC=C1)CCCC1CCNCC1 (4-(3-phenylpropyl)piperidine), CO (methanol). Solvent: C(C)(=O)OCC (ethyl acetate), C(C)(=O)OCC (ethyl acetate). Product: C(C(=O)O)(=O)O.N1C=CC2=C(C=CC=C12)OC[C@H](CN1CCC(CC1)CCCC1=CC=CC=C1)O ((2S)-(-)-1-(4-indolyloxy)-3-(4-(3-phenylpropyl)piperidin-1-yl)-2-propanol ethanedioate). As a reaction SMILES: [O:1]1[CH2:3][CH:2]1[CH2:4][O:5][C:6]1[CH:14]=[CH:13][CH:12]=[C:11]2[C:7]=1[CH:8]=[CH:9][NH:10]2.[C:15]1([CH2:21][CH2:22][CH2:23][CH:24]2[CH2:29][CH2:28][NH:27][CH2:26][CH2:25]2)[CH:20]=[CH:19][CH:18]=[CH:17][CH:16]=1.[C:30]([OH:35])(=[O:34])[C:31]([OH:33])=[O:32].CO>C(OCC)(=O)C>[C:30]([OH:35])(=[O:34])[C:31]([OH:33])=[O:32].[NH:10]1[C:11]2[C:7](=[C:6]([O:5][CH2:4][C@@H:2]([OH:1])[CH2:3][N:27]3[CH2:28][CH2:29][CH:24]([CH2:23][CH2:22][CH2:21][C:15]4[CH:16]=[CH:17][CH:18]=[CH:19][CH:20]=4)[CH2:25][CH2:26]3)[CH:14]=[CH:13][CH:12]=2)[CH:8]=[CH:9]1 |f:5.6|. Procedure details: The title compound was prepared in similar fashion from S)-(+)-4-(oxiranylmethoxy)-1H-indole and 4-(3-phenylpropyl)piperidine. The resulting free base was dissolved in ethyl acetate, and precipitated with one equivalent of oxalic acid in ethyl acetate in 73% overall yield. FDMS m/e=392 (M+ of free base). α[D]589 =-13.53 (c=0.58, methanol). Starting materials: COC=1C=C2C(C=CNC2=CC1OC)=O (6,7-dimethoxyquinolin-4(1H)-one), C(=O)([O-])[O-].[Cs+].[Cs+] (Cs2CO3), O (H2O), FC=1C=C(C=CC1F)[N+](=O)[O-] (3,4-difluoronitrobenzene). Solvent: CCOC(=O)C (EtOAc), CN(C)C=O (DMF), CC#N (CH3CN), C(Cl)(Cl)Cl (CHCl3). Conditions: time 30 minute. Product: FC1=C(OC2=CC=NC3=CC(=C(C=C23)OC)OC)C=CC(=C1)[N+](=O)[O-] (4-(2-Fluoro-4-nitrophenoxy)-6,7-dimethoxyquinoline). Yield: 46.8%. Reaction SMILES: [CH3:1][O:2][C:3]1[CH:4]=[C:5]2[C:10](=[CH:11][C:12]=1[O:13][CH3:14])[NH:9][CH:8]=[CH:7][C:6]2=[O:15].C([O-])([O-])=O.[Cs+].[Cs+].[F:22][C:23]1[CH:24]=[C:25]([N+:30]([O-:32])=[O:31])[CH:26]=[CH:27][C:28]=1F.O>CN(C=O)C.CC#N.C(Cl)(Cl)Cl.CCOC(C)=O>[F:22][C:23]1[CH:24]=[C:25]([N+:30]([O-:32])=[O:31])[CH:26]=[CH:27][C:28]=1[O:15][C:6]1[C:5]2[C:10](=[CH:11][C:12]([O:13][CH3:14])=[C:3]([O:2][CH3:1])[CH:4]=2)[N:9]=[CH:8][CH:7]=1 |f:1.2.3|. Reported procedure: A mixture of 6,7-dimethoxyquinolin-4(1H)-one (7.9 g, 38.5 mmol), Cs2CO3 (15.4 g) in DMF (55 mL) and CH3CN (80 mL) was stirred for 30 min. at rt. To this mixture was added 3,4-difluoronitrobenzene (6.5 g, 40.9 mmol), and the reaction mixture was stirred over the weekend at rt. To the reaction mixture was added H2O (100 mL), stirred for 10 minutes and the precipitate was filtered, washed with a small amount of H2O to obtain the 1st crop of solid. To the filtrate solution was added EtOAc (200 mL), ... Reactants: Clc1ccc2cccc(Br)c2n1, CN1CCCC1=O, [H-], N#N, [Na+], c1nc2cc3c(cc2[nH]1)OCCO3. Yields the product Brc1cccc2ccc(-n3cnc4cc5c(cc43)OCCO5)nc12. RXN SMILES: [Br:16][c:17]1[cH:18][cH:19][cH:20][c:21]2[cH:22][cH:23][c:24]([Cl:27])[n:25][c:26]12.[CH3:28][N:29]1[CH2:30][CH2:31][CH2:32][C:33]1=[O:34].[H-:14].[N:35]#[N:36].[Na+:15].[nH:1]1[cH:2][n:3][c:4]2[c:5]1[cH:6][c:7]1[c:12]([cH:13]2)[O:11][CH2:10][CH2:9][O:8]1>>[n:1]1(-[c:24]2[cH:23][cH:22][c:21]3[cH:20][cH:19][cH:18][c:17]([Br:16])[c:26]3[n:25]2)[cH:2][n:3][c:4]2[c:5]1[cH:6][c:7]1[c:12]([cH:13]2)[O:11][CH2:10][CH2:9][O:8]1. The reactants are CC(C)(C)OC(=O)CN1CN(c2ccccc2)C2(CCN(C3(c4ccccc4)CCCCCC3)CC2)C1=O, CO, Cl. Yields the product COC(=O)CN1CN(c2ccccc2)C2(CCN(C3(c4ccccc4)CCCCCC3)CC2)C1=O. As a reaction SMILES: [C:1]([CH3:2])([CH3:3])([CH3:4])[O:5][C:6](=[O:7])[CH2:8][N:9]1[CH2:10][N:11]([c:33]2[cH:34][cH:35][cH:36][cH:37][cH:38]2)[C:12]2([C:13]1=[O:14])[CH2:15][CH2:16][N:17]([C:20]1([c:27]3[cH:28][cH:29][cH:30][cH:31][cH:32]3)[CH2:21][CH2:22][CH2:23][CH2:24][CH2:25][CH2:26]1)[CH2:18][CH2:19]2.[CH3:40][OH:41].[ClH:39]>>[CH3:1][O:5][C:6](=[O:7])[CH2:8][N:9]1[CH2:10][N:11]([c:33]2[cH:34][cH:35][cH:36][cH:37][cH:38]2)[C:12]2([C:13]1=[O:14])[CH2:15][CH2:16][N:17]([C:20]1([c:27]3[cH:28][cH:29][cH:30][cH:31][cH:32]3)[CH2:21][CH2:22][CH2:23][CH2:24][CH2:25][CH2:26]1)[CH2:18][CH2:19]2.